Task: describe an organic reaction: reactants, conditions, products, and yield. Dataset: the Open Reaction Database (ORD), a public repository of structured organic reaction records Starting materials: C, CCCCc1nc(Cl)c(CO)n1Cc1ccc(OCc2ccccc2)cc1, C1CCOC1, [Pd]. The product is CCCCc1nc(Cl)c(CO)n1Cc1ccc(O)cc1. As a reaction SMILES: [C:28].[CH2:1]([c:2]1[cH:3][cH:4][cH:5][cH:6][cH:7]1)[O:8][c:9]1[cH:10][cH:11][c:12]([CH2:13][n:14]2[c:15]([CH2:22][CH2:23][CH2:24][CH3:25])[n:16][c:17]([Cl:21])[c:18]2[CH2:19][OH:20])[cH:26][cH:27]1.[O:30]1[CH2:31][CH2:32][CH2:33][CH2:34]1.[Pd:29]>>[OH:8][c:9]1[cH:10][cH:11][c:12]([CH2:13][n:14]2[c:15]([CH2:22][CH2:23][CH2:24][CH3:25])[n:16][c:17]([Cl:21])[c:18]2[CH2:19][OH:20])[cH:26][cH:27]1. Reactants: COc1cc(C(=O)O)ccc1Br, C1CCOC1, [Li]CCCC, CC(C)=O, Cl, [Na+], [OH-]. Product: COc1cc(C(=O)O)ccc1C(C)(C)O. As a reaction SMILES: [Br:1][c:2]1[c:3]([O:11][CH3:12])[cH:4][c:5]([C:6](=[O:7])[OH:8])[cH:9][cH:10]1.[CH2:23]1[O:24][CH2:25][CH2:26][CH2:27]1.[CH3:13][CH2:14][CH2:15][CH2:16][Li:17].[CH3:18][C:19]([CH3:20])=[O:21].[ClH:22].[Na+:29].[OH-:28]>>[c:2]1([C:19]([CH3:18])([CH3:20])[OH:21])[c:3]([O:11][CH3:12])[cH:4][c:5]([C:6](=[O:7])[OH:8])[cH:9][cH:10]1. Reactants: OC1=CC=C(C(=O)C2=CC=CC=C2)C=C1 (4-hydroxybenzophenone), C(C(=C)C)(=O)Cl (methacryloyl chloride). Run in N1=CC=CC=C1 (pyridine). Product: C(C(=C)C)(=O)OC1=CC=C(C(=O)C2=CC=CC=C2)C=C1 (4-methacryloyloxybenzophenone). Reaction SMILES: [OH:1][C:2]1[CH:15]=[CH:14][C:5]([C:6]([C:8]2[CH:13]=[CH:12][CH:11]=[CH:10][CH:9]=2)=[O:7])=[CH:4][CH:3]=1.[C:16](Cl)(=[O:20])[C:17]([CH3:19])=[CH2:18]>N1C=CC=CC=1>[C:16]([O:1][C:2]1[CH:3]=[CH:4][C:5]([C:6]([C:8]2[CH:13]=[CH:12][CH:11]=[CH:10][CH:9]=2)=[O:7])=[CH:14][CH:15]=1)(=[O:20])[C:17]([CH3:19])=[CH2:18]. Reported procedure: Prepared from 6.0 g of 4-hydroxybenzophenone and 4.4 ml of methacryloyl chloride in 70 ml of pyridine. Recrystallized from ethyl acetate-ethanol-water; M.P.~69.5°-70.5° C. The reactants are C(C)(=O)OCCC=1SC(=CC1)CCC1=NC=C(C=C1)N1CCN(CC1)C(C)=O (2-(5-{2-[5-(4-acetylpiperazin-1-yl)pyridin-2-yl]ethyl}thiophen-2-yl)ethyl acetate), [OH-].[Na+] (sodium hydroxide), O (water), Cl (hydrochloric acid). Solvent: O1CCOCC1 (dioxane). Conditions: time 1 hour. The product is C(C)(=O)N1CCN(CC1)C=1C=CC(=NC1)CCC1=CC=C(S1)CCO (2-(5-{2-[5-(4-acetylpiperazin-1-yl)pyridin-2-yl]ethyl}thiophen-2-yl)ethanol). Yield: 94.5%. Reaction SMILES: C([O:4][CH2:5][CH2:6][C:7]1[S:8][C:9]([CH2:12][CH2:13][C:14]2[CH:19]=[CH:18][C:17]([N:20]3[CH2:25][CH2:24][N:23]([C:26](=[O:28])[CH3:27])[CH2:22][CH2:21]3)=[CH:16][N:15]=2)=[CH:10][CH:11]=1)(=O)C.[OH-].[Na+].O.Cl>O1CCOCC1>[C:26]([N:23]1[CH2:24][CH2:25][N:20]([C:17]2[CH:18]=[CH:19][C:14]([CH2:13][CH2:12][C:9]3[S:8][C:7]([CH2:6][CH2:5][OH:4])=[CH:11][CH:10]=3)=[N:15][CH:16]=2)[CH2:21][CH2:22]1)(=[O:28])[CH3:27] |f:1.2|. Procedure details: To a solution of 2-(5-{2-[5-(4-acetylpiperazin-1-yl)pyridin-2-yl]ethyl}thiophen-2-yl)ethyl acetate (719.0 mg, 1.791 mmol) in dioxane (6.3 ml) were added 1M aqueous sodium hydroxide solution (6.27 ml, 6.27 mmol) and water (6.3 ml) at 0° C. After stirring at room temperature for 1 hr, the mixture was cooled to 0° C., and 1M hydrochloric acid (8.0 ml, 8.0 mmol) was added. The mixture was concentrated under reduced pressure, saturated aqueous sodium hydrogen carbonate solution was added to the resid... Starting materials: C1(=CC=CC=C1)S(=O)(=O)N1C(=CC=2C1=NC=C(C2)OC(C)C)C(=CC2CCCC2)C2=CC=C(C=C2)S(=O)(=O)C (1-benzenesulfonyl-2-[2-cyclopentyl-1-(4-methanesulfonyl-phenyl)-vinyl]-5-isopropoxy-1H-pyrrolo[2,3-b]pyridine), [F-].C(CCC)[N+](CCCC)(CCCC)CCCC (tetrabutylammonium fluoride). Solvent: C(C)(=O)OCC (ethyl acetate), O1CCCC1 (tetrahydrofuran), O1CCCC1 (tetrahydrofuran). The product is C1(CCCC1)C=C(C1=CC=C(C=C1)S(=O)(=O)C)C1=CC=2C(=NC=C(C2)OC(C)C)N1 (2-[2-cyclopentyl-1-(4-methanesulfonyl-phenyl)-vinyl]-5-isopropoxy-1H-pyrrolo[2,3-b]pyridine). Isolated yield 101.1%. Reaction SMILES: C1(S([N:10]2[C:14]3=[N:15][CH:16]=[C:17]([O:19][CH:20]([CH3:22])[CH3:21])[CH:18]=[C:13]3[CH:12]=[C:11]2[C:23]([C:30]2[CH:35]=[CH:34][C:33]([S:36]([CH3:39])(=[O:38])=[O:37])=[CH:32][CH:31]=2)=[CH:24][CH:25]2[CH2:29][CH2:28][CH2:27][CH2:26]2)(=O)=O)C=CC=CC=1.[F-].C([N+](CCCC)(CCCC)CCCC)CCC>O1CCCC1.C(OCC)(=O)C>[CH:25]1([CH:24]=[C:23]([C:11]2[NH:10][C:14]3=[N:15][CH:16]=[C:17]([O:19][CH:20]([CH3:21])[CH3:22])[CH:18]=[C:13]3[CH:12]=2)[C:30]2[CH:35]=[CH:34][C:33]([S:36]([CH3:39])(=[O:38])=[O:37])=[CH:32][CH:31]=2)[CH2:29][CH2:28][CH2:27][CH2:26]1 |f:1.2|. Reported procedure: A solution of 1-benzenesulfonyl-2-[2-cyclopentyl-1-(4-methanesulfonyl-phenyl)-vinyl]-5-isopropoxy-1H-pyrrolo[2,3-b]pyridine (310 mg, 0.55 mmol) in tetrahydrofuran (0.5 mL) and a tetrabutylammonium fluoride solution in tetrahydrofuran (1 M, 4 mL, 4 mmol) was stirred at room temperature for 12 h. The reaction mixture was then diluted with ethyl acetate (150 mL), and washed with a saturated aqueous ammonium chloride solution, brine, dried over anhydrous sodium sulfate and concentrated in vacuo to a... Reactants: C(C)N(CCN)CC (2-diethylaminoethylamine), Cl.ClC(=O)N1CCN=C(C2=C1SC(=C2)CC)C2=C(C=CC=C2)Cl (1-chlorocarbonyl-5-o-chlorophenyl-7-ethyl-2,3-dihydro-1H-thieno[2,3-e][1,4]diazepine hydrochloride), ice. Run in O1CCCC1 (tetrahydrofuran). Product: O.Cl.Cl.ClC1=C(C=CC=C1)C=1C2=C(N(CCN1)C(NCCN(CC)CC)=O)SC(=C2)CC (5-o-chlorophenyl-7-ethyl-1-(2-diethylaminoethylcarbamoyl)-2,3-dihydro-1H-thieno[2,3-e][1,4]diazepine dihydrochloride monohydrate). RXN SMILES: [CH2:1]([N:3]([CH2:7][CH3:8])[CH2:4][CH2:5][NH2:6])[CH3:2].[ClH:9].[Cl:10][C:11]([N:13]1[C:19]2[S:20][C:21]([CH2:23][CH3:24])=[CH:22][C:18]=2[C:17]([C:25]2[CH:30]=[CH:29][CH:28]=[CH:27][C:26]=2[Cl:31])=[N:16][CH2:15][CH2:14]1)=[O:12]>O1CCCC1>[OH2:12].[ClH:10].[ClH:9].[Cl:31][C:26]1[CH:27]=[CH:28][CH:29]=[CH:30][C:25]=1[C:17]1[C:18]2[CH:22]=[C:21]([CH2:23][CH3:24])[S:20][C:19]=2[N:13]([C:11](=[O:12])[NH:6][CH2:5][CH2:4][N:3]([CH2:7][CH3:8])[CH2:1][CH3:2])[CH2:14][CH2:15][N:16]=1 |f:1.2,4.5.6.7|. Reported procedure: To a solution of 9.3 g of 2-diethylaminoethylamine in 50 ml of tetrahydrofuran is added 7.8 g of 1-chlorocarbonyl-5-o-chlorophenyl-7-ethyl-2,3-dihydro-1H-thieno[2,3-e][1,4]diazepine hydrochloride by portions with cooling and stirring. After the mixture is reacted for 2 hours at room temperature, the reaction substance is poured into 200 ml of ice-cold water and extracted with ethyl acetate. The organic layer is washed with water and dried over anhydrous sodium sulfate and then the solvent is eva...